describe an organic reaction: reactants, conditions, products, and yield From a dataset of the Open Reaction Database (ORD), a public repository of structured organic reaction records. Starting materials: C([O-])([O-])=O.[K+].[K+] (Potassium carbonate), C(C1=CC=CC=C1)Cl (benzyl chloride), C(C)OC1=C(C=C(C=O)C=C1)O (4-ethoxy-3-hydroxybenzaldehyde), Example 15-1, Cl (hydrochloric acid). Solvent: C(C)O (ethanol), O (water), C(C)(=O)OCC (ethyl acetate). Conditions: temperature 90 celsius, time 2.5 hour. The product is C(C1=CC=CC=C1)OC=1C=C(C=O)C=CC1OCC (3-(Benzyloxy)-4-ethoxybenzaldehyde). Isolated yield 92.0%. Reaction SMILES: C(=O)([O-])[O-].[K+].[K+].[CH2:7](Cl)[C:8]1[CH:13]=[CH:12][CH:11]=[CH:10][CH:9]=1.[CH2:15]([O:17][C:18]1[CH:25]=[CH:24][C:21]([CH:22]=[O:23])=[CH:20][C:19]=1[OH:26])[CH3:16].Cl>C(O)C.O.C(OCC)(=O)C>[CH2:7]([O:26][C:19]1[CH:20]=[C:21]([CH:24]=[CH:25][C:18]=1[O:17][CH2:15][CH3:16])[CH:22]=[O:23])[C:8]1[CH:13]=[CH:12][CH:11]=[CH:10][CH:9]=1 |f:0.1.2|. Reported procedure: Potassium carbonate (19.8 g, 143 mmol) and benzyl chloride (16.5 mL, 143 mmol) were added to a suspension of 4-ethoxy-3-hydroxybenzaldehyde described in Production Example 15-1 (20 g, 120 mmol) in ethanol (200 mL) under nitrogen atmosphere at room temperature, and the mixture was heated and stirred at 90° C. for 2.5 hours. The mixture was cooled to 0° C., and 2 M hydrochloric acid, ethyl acetate, and water were added for partition. The organic layer was washed with a saturated saline solution, d... Reactants: OOS(=O)[O-].[K+] (oxone), CSC1=NC=CC(=N1)C1=CC=NN1C1=CC=CC=C1 (2-(methylthio)-4-(1-phenyl-1H-pyrazol-5-yl)pyrimidine), O (water). The solvent is CO (methanol). Reaction conditions: time 20 hour. The product is CS(=O)(=O)C1=NC=CC(=N1)C1=CC=NN1C1=CC=CC=C1 (2-(methylsulfonyl)-4-(1-phenyl-1H-pyrazol-5-yl)pyrimidine). RXN SMILES: [OH:1]OS([O-])=O.[K+].[CH3:7][S:8][C:9]1[N:14]=[C:13]([C:15]2[N:19]([C:20]3[CH:25]=[CH:24][CH:23]=[CH:22][CH:21]=3)[N:18]=[CH:17][CH:16]=2)[CH:12]=[CH:11][N:10]=1.[OH2:26]>CO>[CH3:7][S:8]([C:9]1[N:14]=[C:13]([C:15]2[N:19]([C:20]3[CH:21]=[CH:22][CH:23]=[CH:24][CH:25]=3)[N:18]=[CH:17][CH:16]=2)[CH:12]=[CH:11][N:10]=1)(=[O:1])=[O:26] |f:0.1|. Procedure: A solution of oxone (521 mg, 0.850 mmol, 1.30 equiv) in water (10 mL) was added to a solution of 2-(methylthio)-4-(1-phenyl-1H-pyrazol-5-yl)pyrimidine (1-5, 175 mg, 0.652 mmol, 1 equiv) in methanol (20 mL) at 23° C., and the resulting mixture was stirred for 20 hours. The reaction mixture was partitioned between brine and ethyl acetate (3×75 mL). The combined organic layers were dried over sodium sulfate and concentrated to give 2-(methylsulfonyl)-4-(1-phenyl-1H-pyrazol-5-yl)pyrimidine (1-7) as ... Yields the product COC(=O)Cc1nc2nc(C)cc(S)n2n1. Starting materials: COC(=O)Cc1nc2nc(C)cc(Cl)n2n1, [Na+], O, [SH-]. RXN SMILES: [Cl:1][c:2]1[cH:3][c:4]([CH3:16])[n:5][c:6]2[n:7]1[n:8][c:9]([CH2:11][C:12](=[O:13])[O:14][CH3:15])[n:10]2.[Na+:18].[OH2:19].[SH-:17]>>[c:2]1([SH:17])[cH:3][c:4]([CH3:16])[n:5][c:6]2[n:7]1[n:8][c:9]([CH2:11][C:12](=[O:13])[O:14][CH3:15])[n:10]2. The reactants are N1C=C(C2=CC=CC=C12)C(CC1(C(N(C2=CC=C(C=C12)C)CCCN=[N+]=[N-])=O)O)=O (3-(2-(1H-indol-3-yl)-2-oxoethyl)-1-(3-azidopropyl)-3-hydroxy-5-methylindolin-2-one), N(=[N+]=[N-])CCCN1C(C(C2=CC(=CC=C12)C)=O)=O (1-(3-azidopropyl)-5-methylindoline-2,3-dione), COC1=CC=CC(=N1)C(C)=O (1-(6-methoxypyridin-2-yl)ethanone). Yields the product N(=[N+]=[N-])CCCN1C(C(C2=CC(=CC=C12)C)(CC(=O)C1=NC(=CC=C1)OC)O)=O (1-(3-azidopropyl)-3-hydroxy-3-(2-(6-methoxypyridin-2-yl)-2-oxoethyl)-5-methylindolin-2-one). Reaction SMILES: N1C2C(=CC=CC=2)C(C(=O)[CH2:11][C:12]2([OH:29])[C:20]3[C:15](=[CH:16][CH:17]=[C:18]([CH3:21])[CH:19]=3)[N:14]([CH2:22][CH2:23][CH2:24][N:25]=[N+:26]=[N-:27])[C:13]2=[O:28])=C1.N(CCCN1C2C(=CC(C)=CC=2)C(=O)C1=O)=[N+]=[N-].[CH3:49][O:50][C:51]1[N:56]=[C:55]([C:57](=[O:59])C)[CH:54]=[CH:53][CH:52]=1>>[N:25]([CH2:24][CH2:23][CH2:22][N:14]1[C:15]2[C:20](=[CH:19][C:18]([CH3:21])=[CH:17][CH:16]=2)[C:12]([OH:29])([CH2:11][C:57]([C:55]2[CH:54]=[CH:53][CH:52]=[C:51]([O:50][CH3:49])[N:56]=2)=[O:59])[C:13]1=[O:28])=[N+:26]=[N-:27]. Procedure: This compound was made in a similar manner to 3-(2-(1H-indol-3-yl)-2-oxoethyl)-1-(3-azidopropyl)-3-hydroxy-5-methylindolin-2-one using 1-(3-azidopropyl)-5-methylindoline-2,3-dione and 1-(6-methoxypyridin-2-yl)ethanone (commercially available from Fisher Scientific). The reactants are NC1=NC=CC=C1CO (2-amino-3-pyridinemethanol), CN(C=O)C (N,N-dimethylformamide), N1C=NC=C1 (1H-imidazole), Cl[Si](C(C)(C)C)(C)C (chlorodimethyl(1,1-dimethylethyl)silane). Run in O (water). Run at time 8 hour. The product is 11.1, C[Si](OCC=1C(=NC=CC1)N)(C(C)(C)C)C (3-[[dimethyl(1,1-dimethylethyl)silyloxy]methyl]-2-pyridinamine). Yield: 93.1%. As a reaction SMILES: [NH2:1][C:2]1[C:7]([CH2:8][OH:9])=[CH:6][CH:5]=[CH:4][N:3]=1.CN(C)C=O.N1C=CN=C1.Cl[Si:21]([CH3:27])([CH3:26])[C:22]([CH3:25])([CH3:24])[CH3:23]>O>[CH3:26][Si:21]([CH3:27])([C:22]([CH3:25])([CH3:24])[CH3:23])[O:9][CH2:8][C:7]1[C:2]([NH2:1])=[N:3][CH:4]=[CH:5][CH:6]=1. Procedure: To a solution of 6.2 parts of 2-amino-3-pyridinemethanol in 23.5 parts of N,N-dimethylformamide there were added 6.8 parts of 1H-imidazole and 7.5 parts of chlorodimethyl(1,1-dimethylethyl)silane. The whole was cooled for 10 min in an ice-bath and was stirred overnight at room temperature. The reaction mixture was diluted with 100 parts of water and the product was extracted with 1,1'-oxybisethane (2x). The combined extracts were washed with water and NaCl (sat.), dried, filtered and evaporated,...